This data is from the Open Reaction Database (ORD), a public repository of structured organic reaction records. The task is: describe an organic reaction: reactants, conditions, products, and yield Starting materials: Clc1nc(Cl)c2c(ccn2Cc2ccccc2)n1, CN1CCCC1=O, Cc1cc([N+](=O)[O-])cc(C)c1O, [H-], [Na+], O. Product: Cc1cc([N+](=O)[O-])cc(C)c1Oc1nc(Cl)nc2ccn(Cc3ccccc3)c12. Reaction SMILES: [CH2:15]([c:16]1[cH:17][cH:18][cH:19][cH:20][cH:21]1)[n:22]1[cH:23][cH:24][c:25]2[n:26][c:27]([Cl:32])[n:28][c:29]([Cl:31])[c:30]12.[CH3:33][N:34]1[CH2:35][CH2:36][CH2:37][C:38]1=[O:39].[CH3:3][c:4]1[c:5]([OH:14])[c:6]([CH3:13])[cH:7][c:8]([N+:10](=[O:11])[O-:12])[cH:9]1.[H-:2].[Na+:1].[OH2:40]>>[CH3:3][c:4]1[c:5]([O:14][c:29]2[n:28][c:27]([Cl:32])[n:26][c:25]3[cH:24][cH:23][n:22]([CH2:15][c:16]4[cH:17][cH:18][cH:19][cH:20][cH:21]4)[c:30]32)[c:6]([CH3:13])[cH:7][c:8]([N+:10](=[O:11])[O-:12])[cH:9]1. Starting materials: 3-carboxethoxy-4-(2,3-dichlorophenyl)pyrrole, C(=O)(OC)C1=CNC=C1C1=C(C(=CC=C1)Cl)Cl (3-carbomethoxy-4-(2,3-dichlorophenyl)pyrrole), Cl (HCl). Run in CO (methanol). Conditions: temperature 70 celsius. Product: ClC1=C(C=CC=C1Cl)C=1C(=CNC1)C(=O)O (4-(2,3-dichlorophenyl)pyrrole-3-carboxylic acid). RXN SMILES: [C:1]([C:5]1[C:9]([C:10]2[CH:15]=[CH:14][CH:13]=[C:12]([Cl:16])[C:11]=2[Cl:17])=[CH:8][NH:7][CH:6]=1)([O:3]C)=[O:2].Cl>CO>[Cl:17][C:11]1[C:12]([Cl:16])=[CH:13][CH:14]=[CH:15][C:10]=1[C:9]1[C:5]([C:1]([OH:3])=[O:2])=[CH:6][NH:7][CH:8]=1. Reported procedure: 3.2 g of the 3-carboxethoxy-4-(2,3-dichlorophenyl)pyrrole obtained in (a) and 40 ml of a 1:1 mixture of methanol and 5N HCl are stirred for hours at 70° C. After it has cooled to room temperature, the reaction mixture is poured onto ice and extracted with ethyl acetate. The ester phase is in turn extracted with 10% sodium hydroxide solution. The aqueous extract is washed twice with ethyl acetate, acidified with hydrochloric acid and extracted with ethyl acetate. The organic phase is washed with ... Reactants: C(C)OC(C1=CC(=CC(=C1)SCC(C)=O)C)=O (3-Methyl-5-(2-oxo-propylsulfanyl)-benzoic acid ethyl ester), Cl.ClC=1C=C(C=CC1)NN (3-chlorophenylhydrazine hydrochloride). Product: C(C)OC(C1=CC(=CC(=C1)C)SC1=C(NC2=CC(=CC=C12)Cl)C)=O (3-(6-Chloro-2-methyl-1H-indol-3-ylsulfanyl)-5-methyl-benzoic acid ethyl ester). As a reaction SMILES: [CH2:1]([O:3][C:4](=[O:17])[C:5]1[CH:10]=[C:9]([S:11][CH2:12][C:13](=O)[CH3:14])[CH:8]=[C:7]([CH3:16])[CH:6]=1)[CH3:2].Cl.[Cl:19][C:20]1[CH:21]=[C:22]([NH:26]N)[CH:23]=[CH:24][CH:25]=1>>[CH2:1]([O:3][C:4](=[O:17])[C:5]1[CH:6]=[C:7]([CH3:16])[CH:8]=[C:9]([S:11][C:12]2[C:23]3[C:22](=[CH:21][C:20]([Cl:19])=[CH:25][CH:24]=3)[NH:26][C:13]=2[CH3:14])[CH:10]=1)[CH3:2] |f:1.2|. Reported procedure: Prepared according to the procedure described in Example 2, Step 1, using the following starting materials: 3-Methyl-5-(2-oxo-propylsulfanyl)-benzoic acid ethyl ester and 3-chlorophenylhydrazine hydrochloride. Reactants: O (water), C1(=CC=CC=C1)P(C1=CC=CC=C1)C1=CC=CC=C1 (triphenylphosphine), C(C)(C)(C)OC(=O)N1CCN(CC1)C1=NC=2N(C(N(C(C2N1CC#CC)=O)CCN=[N+]=[N-])=O)C (4-[1-(2-Azidoethyl)-7-(2-butynyl)-3-methyl-2,6-dioxo-2,3,6,7-tetrahydro-1H-purin-8-yl]piperazine-1-carboxylic acid tert-butyl ester). The solvent is O1CCCC1 (tetrahydrofuran). Conditions: time 8 hour. The product is C(C)(C)(C)OC(=O)N1CCN(CC1)C1=NC=2N(C(N(C(C2N1CC#CC)=O)CCN)=O)C (4-[1-(2-Aminoethyl)-7-(2-butynyl)-3-methyl-2,6-dioxo-2,3,6,7-tetrahydro-1H-purin-8-yl]piperazine-1-carboxylic acid tert-butyl ester). The yield is 74.7%. RXN SMILES: [C:1]([O:5][C:6]([N:8]1[CH2:13][CH2:12][N:11]([C:14]2[N:22]([CH2:23][C:24]#[C:25][CH3:26])[C:21]3[C:20](=[O:27])[N:19]([CH2:28][CH2:29][N:30]=[N+]=[N-])[C:18](=[O:33])[N:17]([CH3:34])[C:16]=3[N:15]=2)[CH2:10][CH2:9]1)=[O:7])([CH3:4])([CH3:3])[CH3:2].O.C1(P(C2C=CC=CC=2)C2C=CC=CC=2)C=CC=CC=1>O1CCCC1>[C:1]([O:5][C:6]([N:8]1[CH2:9][CH2:10][N:11]([C:14]2[N:22]([CH2:23][C:24]#[C:25][CH3:26])[C:21]3[C:20](=[O:27])[N:19]([CH2:28][CH2:29][NH2:30])[C:18](=[O:33])[N:17]([CH3:34])[C:16]=3[N:15]=2)[CH2:12][CH2:13]1)=[O:7])([CH3:4])([CH3:2])[CH3:3]. Reported procedure: 4-[1-(2-Azidoethyl)-7-(2-butynyl)-3-methyl-2,6-dioxo-2,3,6,7-tetrahydro-1H-purin-8-yl]piperazine-1-carboxylic acid tert-butyl ester (0.17 g) was dissolved in tetrahydrofuran (3.5 ml), and water (0.23 ml) and triphenylphosphine (0.13 g) were added to the solution. After the mixture was stirred at room temperature overnight, the solvent was removed by distillation at reduced pressure. The residue was purified by silica gel column chromatography to give 0.12 g of the title compound from the elution... The reactants are CC(=O)O[C@@H]1C[C@]2([C@@H](CC[C@@H]2O)C3=C1[C@@]4(C=5C(=COC5C3=O)C(=O)O[C@@H]4COC)C)C (17-hydroxywortmannin), CNCCCN1CCN(CC1)C (methyl-[3-(4-methyl-piperazine-1-yl)propyl]amine). Run in C(Cl)Cl (CH2Cl2). Conditions: time 12 hour. The product is OC1=C2C(C(OC(C2(C=2C(CC3(C(CCC3C2C1=O)O)C)OC(C)=O)C)COC)=O)=CN(CCCN1CCN(CC1)C)C (Acetic acid 6,17-dihydroxy-1-methoxymethyl-10,13-dimethyl-4-({methyl-[3-(4-methyl-piperazin-1-yl)-propyl]-amino}-methylene)-3,7-dioxo-1,3,4,7,10,11,12,13,14,15,16,17-dodecahydro-2-oxa-cyclopenta[a]phenanthren-11-yl ester). As a reaction SMILES: [CH3:1][C:2]([O:4][C@H:5]1[C:14]2[C@@:15]3([CH3:30])[C@@H:26]([CH2:27][O:28][CH3:29])[O:25][C:23](=[O:24])[C:17]4=[CH:18][O:19][C:20]([C:21](=[O:22])[C:13]=2[C@@H:8]2[CH2:9][CH2:10][C@H:11]([OH:12])[C@@:7]2([CH3:31])[CH2:6]1)=[C:16]34)=[O:3].[CH3:32][NH:33][CH2:34][CH2:35][CH2:36][N:37]1[CH2:42][CH2:41][N:40]([CH3:43])[CH2:39][CH2:38]1>C(Cl)Cl>[OH:19][C:20]1[C:21](=[O:22])[C:13]2[CH:8]3[C:7]([CH3:31])([CH:11]([OH:12])[CH2:10][CH2:9]3)[CH2:6][CH:5]([O:4][C:2](=[O:3])[CH3:1])[C:14]=2[C:15]2([CH3:30])[C:16]=1[C:17](=[CH:18][N:33]([CH3:32])[CH2:34][CH2:35][CH2:36][N:37]1[CH2:38][CH2:39][N:40]([CH3:43])[CH2:41][CH2:42]1)[C:23](=[O:24])[O:25][CH:26]2[CH2:27][O:28][CH3:29]. Procedure: To a solution of 100 mg (0.23 mmol) 17-hydroxywortmannin in 2 mL CH2Cl2 is added methyl-[3-(4-methyl-piperazine-1-yl)propyl]amine (80 mg, 0.46 mmol). The reaction mixture is stirred at room temperature for 12 hours and then concentrated in vacuo. The residue is dissolved in EtOAc and precipitated with hexane. The precipitate is washed two times with hexane to give the product as a yellow solid. MS (ESI) m/z 603 (M+H). RXN SMILES: [CH2:18]([CH3:19])[O:20][C:21]([CH:22]=[C:23]([CH3:24])[Cl:25])=[O:26].[CH3:1][C:2]([CH3:3])([O-:4])[CH3:5].[CH3:7][O:8][c:9]1[c:10]([OH:17])[cH:11][cH:12][cH:13][c:14]1[O:15][CH3:16].[K+:6].[O:27]1[CH2:28][CH2:29][CH2:30][CH2:31]1>>[CH3:7][O:8][c:9]1[c:10]([O:17][C:23](=[CH:22][C:21]([O:20][CH2:18][CH3:19])=[O:26])[CH3:24])[cH:11][cH:12][cH:13][c:14]1[O:15][CH3:16]. The reactants are CCOC(=O)C=C(C)Cl, CC(C)(C)[O-], COc1cccc(O)c1OC, [K+], C1CCOC1. Yields the product CCOC(=O)C=C(C)Oc1cccc(OC)c1OC. RXN SMILES: [Cl:1][c:2]1[cH:3][c:4]([NH:19][c:20]2[c:21]3[c:22]([n:23][cH:24][n:25]2)[cH:26][cH:27][n:28]3[CH2:29][CH2:30][S:31][CH2:32][CH2:33][OH:34])[cH:5][cH:6][c:7]1[O:8][c:9]1[cH:10][c:11]([C:15]([F:16])([F:17])[F:18])[cH:12][cH:13][cH:14]1.[Cl:53][CH2:54][Cl:55].[Na+:51].[Na+:52].[OH:35][O:36][C:37]([c:38]1[cH:39][c:40]([Cl:41])[cH:42][cH:43][cH:44]1)=[O:45].[S:46]([O-:47])([O-:48])(=[O:49])=[S:50]>>[Cl:1][c:2]1[cH:3][c:4]([NH:19][c:20]2[c:21]3[c:22]([n:23][cH:24][n:25]2)[cH:26][cH:27][n:28]3[CH2:29][CH2:30][S:31]([CH2:32][CH2:33][OH:34])=[O:35])[cH:5][cH:6][c:7]1[O:8][c:9]1[cH:10][c:11]([C:15]([F:16])([F:17])[F:18])[cH:12][cH:13][cH:14]1. Product: O=S(CCO)CCn1ccc2ncnc(Nc3ccc(Oc4cccc(C(F)(F)F)c4)c(Cl)c3)c21. Reactants: OCCSCCn1ccc2ncnc(Nc3ccc(Oc4cccc(C(F)(F)F)c4)c(Cl)c3)c21, ClCCl, [Na+], [Na+], O=C(OO)c1cccc(Cl)c1, O=S([O-])([O-])=S.